This data is from the Open Reaction Database (ORD), a public repository of structured organic reaction records. The task is: describe an organic reaction: reactants, conditions, products, and yield Procedure: Phenyl-N-[6-(5-ethyl-2-methoxy-6-methylpyridin-3-yl)heptyl]carbamate and 1-(2-methoxyphenyl)piperazine were reacted by the same way with the example 1 to obtain the titled compound. The reactants are C1(=CC=CC=C1)OC(NCCCCCC(C)C=1C(=NC(=C(C1)CC)C)OC)=O (Phenyl-N-[6-(5-ethyl-2-methoxy-6-methylpyridin-3-yl)heptyl]carbamate), COC1=C(C=CC=C1)N1CCNCC1 (1-(2-methoxyphenyl)piperazine). The yield is 49.0%. Product: C(C)C=1C=C(C(=NC1C)OC)C(CCCCCNC(=O)N1CCN(CC1)C1=C(C=CC=C1)OC)C (1-{[6-(5-ethyl-2-methoxy-6-methylpyridin-3-yl)heptyl]aminocarbonyl-}-4-(2-methoxyphenyl)piperazine). As a reaction SMILES: C1(O[C:8](=[O:28])[NH:9][CH2:10][CH2:11][CH2:12][CH2:13][CH2:14][CH:15]([C:17]2[C:18]([O:26][CH3:27])=[N:19][C:20]([CH3:25])=[C:21]([CH2:23][CH3:24])[CH:22]=2)[CH3:16])C=CC=CC=1.[CH3:29][O:30][C:31]1[CH:36]=[CH:35][CH:34]=[CH:33][C:32]=1[N:37]1[CH2:42][CH2:41][NH:40][CH2:39][CH2:38]1>>[CH2:23]([C:21]1[CH:22]=[C:17]([CH:15]([CH3:16])[CH2:14][CH2:13][CH2:12][CH2:11][CH2:10][NH:9][C:8]([N:40]2[CH2:39][CH2:38][N:37]([C:32]3[CH:33]=[CH:34][CH:35]=[CH:36][C:31]=3[O:30][CH3:29])[CH2:42][CH2:41]2)=[O:28])[C:18]([O:26][CH3:27])=[N:19][C:20]=1[CH3:25])[CH3:24].